Dataset: the Open Reaction Database (ORD), a public repository of structured organic reaction records. Task: describe an organic reaction: reactants, conditions, products, and yield Starting materials: O=C1NC2C(O)C(O)C(O)C(CO)(O1)C2Br, [H][H], O, [Pd]. Product: O=C1NC2CC(CO)(O1)C(O)C(O)C2O. RXN SMILES: [Br:1][CH:2]1[C:3]2([CH2:15][OH:16])[O:4][C:5](=[O:14])[NH:6][CH:7]1[CH:8]([OH:13])[CH:9]([OH:12])[CH:10]2[OH:11].[H:17][H:18].[OH2:19].[Pd:20]>>[CH2:2]1[C:3]2([CH2:15][OH:16])[O:4][C:5](=[O:14])[NH:6][CH:7]1[CH:8]([OH:13])[CH:9]([OH:12])[CH:10]2[OH:11]. Reactants: O=C1c2cc3cc(O)ccc3n2CCCN1CC1CC1, CC(C)N1CCC(O)CC1, c1ccc(P(c2ccccc2)c2ccccc2)cc1. The product is CC(C)N1CCC(Oc2ccc3c(c2)cc2n3CCCN(CC3CC3)C2=O)CC1. RXN SMILES: [CH:1]1([CH2:4][N:5]2[C:6](=[O:20])[c:7]3[n:8]([c:9]4[cH:10][cH:11][c:12]([OH:16])[cH:13][c:14]4[cH:15]3)[CH2:17][CH2:18][CH2:19]2)[CH2:2][CH2:3]1.[CH:21]([CH3:22])([CH3:23])[N:24]1[CH2:25][CH2:26][CH:27]([OH:30])[CH2:28][CH2:29]1.[c:31]1([P:32]([c:33]2[cH:34][cH:35][cH:36][cH:37][cH:38]2)[c:39]2[cH:40][cH:41][cH:42][cH:43][cH:44]2)[cH:45][cH:46][cH:47][cH:48][cH:49]1>>[CH:1]1([CH2:4][N:5]2[C:6](=[O:20])[c:7]3[n:8]([c:9]4[cH:10][cH:11][c:12]([O:16][CH:27]5[CH2:26][CH2:25][N:24]([CH:21]([CH3:22])[CH3:23])[CH2:29][CH2:28]5)[cH:13][c:14]4[cH:15]3)[CH2:17][CH2:18][CH2:19]2)[CH2:2][CH2:3]1.